describe an organic reaction: reactants, conditions, products, and yield From a dataset of the Open Reaction Database (ORD), a public repository of structured organic reaction records. Starting materials: CCOC(OCC)c1ccncc1Br, C1CCOC1, [Li]CCCC, CN(C)C=O. Yields the product CCOC(OCC)c1ccncc1C=O. As a reaction SMILES: [Br:6][c:7]1[cH:8][n:9][cH:10][cH:11][c:12]1[CH:13]([O:14][CH2:15][CH3:16])[O:17][CH2:18][CH3:19].[CH2:25]1[O:26][CH2:27][CH2:28][CH2:29]1.[CH3:1][CH2:2][CH2:3][CH2:4][Li:5].[O:20]=[CH:21][N:22]([CH3:23])[CH3:24]>>[c:7]1([CH:21]=[O:20])[cH:8][n:9][cH:10][cH:11][c:12]1[CH:13]([O:14][CH2:15][CH3:16])[O:17][CH2:18][CH3:19].